Dataset: the Open Reaction Database (ORD), a public repository of structured organic reaction records. Task: describe an organic reaction: reactants, conditions, products, and yield RXN SMILES: [CH3:1][O:2][N:3]=[C:4]([C:10](=O)[CH2:11]Br)[C:5]([O:7][CH2:8][CH3:9])=[O:6].CN(C)C1C=CC=CC=1.[Cl:23][C:24]([Cl:34])([Cl:33])[CH2:25][O:26][C:27]([NH:29][C:30]([NH2:32])=[S:31])=[O:28]>C(O)C>[CH3:1][O:2][N:3]=[C:4]([C:10]1[N:32]=[C:30]([NH:29][C:27]([O:26][CH2:25][C:24]([Cl:33])([Cl:23])[Cl:34])=[O:28])[S:31][CH:11]=1)[C:5]([O:7][CH2:8][CH3:9])=[O:6]. Procedure details: To a solution of 2.2 g. of ethyl α-methoxyimino-β-oxo-γ-bromobutyrate in 40 ml. of ethanol are added 1.22 g. of dimethylaniline and 2.2 g. of N-(β,β,β-trichloroethoxycarbonyl)thiourea. The mixture is heated for 1.5 hours under reflux and concentrated under reduced pressure. The concentrate of the reaction mixture is recrystallized from ligroin to give ethyl α-methoxyimino-[2-(β,β,β-trichloroethoxycarbonylamino)thiazol-4-yl]acetate as crystals. 1.84 g. Melting point: 125°-128° C. Reactants: CON=C(C(=O)OCC)C(CBr)=O (ethyl α-methoxyimino-β-oxo-γ-bromobutyrate), CN(C1=CC=CC=C1)C (dimethylaniline), ClC(COC(=O)NC(=S)N)(Cl)Cl (N-(β,β,β-trichloroethoxycarbonyl)thiourea). Solvent: C(C)O (ethanol). Yields the product CON=C(C(=O)OCC)C=1N=C(SC1)NC(=O)OCC(Cl)(Cl)Cl (ethyl α-methoxyimino-[2-(β,β,β-trichloroethoxycarbonylamino)thiazol-4-yl]acetate). The reactants are C(C)OC(=O)C=1N(C2=CC=C(C=C2C1Cl)B1OC(C(O1)(C)C)(C)C)C1=CC=C(C=C1)OC(C)C (3-chloro-1-(4-isopropoxyphenyl)-5-(4,4,5,5-tetramethyl[1,3,2]dioxaborolan-2-yl)-1H-indole-2-carboxylic acid ethyl ester), BrC1=CC=C(C=N1)NC1CCCC1 (6-bromopyrid-3-ylcyclopentylamine), ester. Product: ClC1=C(N(C2=CC=C(C=C12)C1=NC=C(C=C1)NC1CCCC1)C1=CC=C(C=C1)OC(C)C)C(=O)O (3-Chloro-5-(5-cyclopentylaminopyrid-2-yl)-1-(4-isopropoxyphenyl)-1H-indole-2-carboxylic acid). RXN SMILES: C([O:3][C:4]([C:6]1[N:7]([C:25]2[CH:30]=[CH:29][C:28]([O:31][CH:32]([CH3:34])[CH3:33])=[CH:27][CH:26]=2)[C:8]2[C:13]([C:14]=1[Cl:15])=[CH:12][C:11](B1OC(C)(C)C(C)(C)O1)=[CH:10][CH:9]=2)=[O:5])C.Br[C:36]1[N:41]=[CH:40][C:39]([NH:42][CH:43]2[CH2:47][CH2:46][CH2:45][CH2:44]2)=[CH:38][CH:37]=1>>[Cl:15][C:14]1[C:13]2[C:8](=[CH:9][CH:10]=[C:11]([C:36]3[CH:37]=[CH:38][C:39]([NH:42][CH:43]4[CH2:47][CH2:46][CH2:45][CH2:44]4)=[CH:40][N:41]=3)[CH:12]=2)[N:7]([C:25]2[CH:30]=[CH:29][C:28]([O:31][CH:32]([CH3:34])[CH3:33])=[CH:27][CH:26]=2)[C:6]=1[C:4]([OH:3])=[O:5]. Procedure details: The title compound was prepared in accordance with Example 8(b) from 3-chloro-1-(4-isopropoxyphenyl)-5-(4,4,5,5-tetramethyl[1,3,2]dioxaborolan-2-yl)-1H-indole-2-carboxylic acid ethyl ester (see Example 35, Method 1, step (c)) and 6-bromopyrid-3-ylcyclopentylamine (see Example 45(b)), followed by ester hydrolysis according to Example 35, Method 3, step (b). Yields the product ClC1=NC=C(C(=N1)NN1C=CC=C1)F (2-chloro-5-fluoro-N-(1H-pyrrol-1-yl)-4-pyrimidineamine). Reaction SMILES: [Cl:1][C:2]1[N:7]=[C:6](Cl)[C:5]([F:9])=[CH:4][N:3]=1.[NH2:10][N:11]1[CH:15]=[CH:14][CH:13]=[CH:12]1>>[Cl:1][C:2]1[N:7]=[C:6]([NH:10][N:11]2[CH:15]=[CH:14][CH:13]=[CH:12]2)[C:5]([F:9])=[CH:4][N:3]=1. Reactants: ClC1=NC=C(C(=N1)Cl)F (2,4-dichloro-5-fluoropyrimidine), NN1C=CC=C1 (1-aminopyrrole). Procedure: In like manner to the preparation of 2-chloro-N-(3,4-ethylenedioxyphenyl)-5-fluoro-4-pyrimidineamine, 2,4-dichloro-5-fluoropyrimidine was reacted with 1-aminopyrrole to produce 2-chloro-5-fluoro-N-(1H-pyrrol-1-yl)-4-pyrimidineamine. 1H NMR (CDCl3): δ 11.39 (s, 1H), 8.35 (d, 1H, J=3.5 Hz), 6.83 (t, 2H, J=2.3 Hz), 6.07 (t, 2H, J=2.3 Hz). LCMS: ret. time: 18.95 min.; purity: 97%; MS (m/e): 213 (MH+). Reactants: C, O=C(Nc1cc(C2C=CCC2)ccc1C(=O)O)c1ccccc1, CO, CCOC(C)=O, [Pd]. Yields the product O=C(Nc1cc(C2CCCC2)ccc1C(=O)O)c1ccccc1. Reaction SMILES: [C:26].[C:3]([c:4]1[cH:5][cH:6][cH:7][cH:8][cH:9]1)(=[O:10])[NH:11][c:12]1[c:13]([C:14](=[O:15])[OH:16])[cH:17][cH:18][c:19]([CH:21]2[CH:22]=[CH:23][CH2:24][CH2:25]2)[cH:20]1.[CH3:1][OH:2].[CH3:28][CH2:29][O:30][C:31](=[O:32])[CH3:33].[Pd:27]>>[C:3]([c:4]1[cH:5][cH:6][cH:7][cH:8][cH:9]1)(=[O:10])[NH:11][c:12]1[c:13]([C:14](=[O:15])[OH:16])[cH:17][cH:18][c:19]([CH:21]2[CH2:22][CH2:23][CH2:24][CH2:25]2)[cH:20]1. Reactants: C1N(C[C@@H]2[C@H]1CNC2)C(=O)OC(C)(C)C ((3aR,6aS)-tert-butyl hexahydropyrrolo[3,4-c]pyrrole-2(1H)-carboxylate), IC=1C=CC=C2C=C(C=NC12)S(=O)(=O)C1=CC(=CC=C1)C(F)(F)F (8-iodo-3-(3-(trifluoromethyl)phenylsulfonyl)quinoline). Yields the product FC(C=1C=C(C=CC1)S(=O)(=O)C=1C=NC2=C(C=CC=C2C1)N1C[C@@H]2[C@H](C1)CN(C2)C(=O)OC(C)(C)C)(F)F ((3aR,6aS)-tert-butyl 5-(3-(3-(trifluoromethyl)phenylsulfonyl)quinolin-8-yl)hexahydropyrrolo[3,4-c]pyrrole-2(1H)-carboxylate). The yield is 60.0%. As a reaction SMILES: [CH2:1]1[C@@H:5]2[CH2:6][NH:7][CH2:8][C@@H:4]2[CH2:3][N:2]1[C:9]([O:11][C:12]([CH3:15])([CH3:14])[CH3:13])=[O:10].I[C:17]1[CH:18]=[CH:19][CH:20]=[C:21]2[C:26]=1[N:25]=[CH:24][C:23]([S:27]([C:30]1[CH:35]=[CH:34][CH:33]=[C:32]([C:36]([F:39])([F:38])[F:37])[CH:31]=1)(=[O:29])=[O:28])=[CH:22]2>>[F:39][C:36]([F:37])([F:38])[C:32]1[CH:31]=[C:30]([S:27]([C:23]2[CH:24]=[N:25][C:26]3[C:21]([CH:22]=2)=[CH:20][CH:19]=[CH:18][C:17]=3[N:7]2[CH2:6][C@@H:5]3[CH2:1][N:2]([C:9]([O:11][C:12]([CH3:15])([CH3:14])[CH3:13])=[O:10])[CH2:3][C@@H:4]3[CH2:8]2)(=[O:29])=[O:28])[CH:35]=[CH:34][CH:33]=1. Procedure details: The title compound was prepared by analogy to the procedure of Example 1.3, except using (3aR,6aS)-tert-butyl hexahydropyrrolo[3,4-c]pyrrole-2(1H)-carboxylate and 8-iodo-3-(3-(trifluoromethyl)phenylsulfonyl)quinoline. 107 mg (60%) of the title compound were obtained as a pale yellow solid. Isolated yield 87.6%. As a reaction SMILES: [OH:1][CH2:2][CH2:3][CH2:4][CH:5]=[O:6].[CH2:7](O)[CH2:8][CH2:9][CH3:10]>>[CH2:7]([O:6][CH:5]1[CH2:4][CH2:3][CH2:2][O:1]1)[CH2:8][CH2:9][CH3:10]. The reactants are OCCCC=O (4-hydroxybutanal), C(CCC)O (n-butanol), 2-L. Solvent: hexanes. Run at temperature 22 celsius, time 17 hour. Yields the product C(CCC)OC1OCCC1 (2-n-butoxytetrahydrofuran). Reported procedure: Aqueous 4-hydroxybutanal (502 g of 10.2 wt. % solution, 0.58 mol, 1.0 eq.), n-butanol (34.6 g, 0.47 mol, 0.80 eq.), hexanes (500 mL), and "Amberlyst-15" resin (product of Rohm and Haas Company, 2.3 g) are charged to a 2-L glass reaction vessel equipped with a magnetic stir bar. The two-phase mixture is stirred at ambient temperature (22° C.) for 17 h. The two liquid phases are separated from the ion-exchange resin. The hexane layer, which is separated from the aqueous phase and analyzed by gas c... Reactants: ClC1=C(C=C(C(=C1)F)[N+](=O)[O-])N1C(N(C(NC1=O)=O)C)=O (1-(2-chloro-4-fluoro-5-nitrophenyl)-3-methyl-s-triazine-2,4,6(1H,3H,5H)-trione), [H][H] (hydrogen). Reagents/catalysts: [Pt] (platinum on activated carbon). The solvent is C(C)(=O)OCC (ethyl acetate). Product: NC=1C(=CC(=C(C1)N1CN(CN=C1)C)Cl)F (1-(5-Amino-2-chloro-4-fluorophenyl)-3-methyl-s-triazine). RXN SMILES: [Cl:1][C:2]1[CH:7]=[C:6]([F:8])[C:5]([N+:9]([O-])=O)=[CH:4][C:3]=1[N:12]1[C:17](=O)[NH:16][C:15](=O)[N:14]([CH3:20])[C:13]1=O.[H][H]>[Pt].C(OCC)(=O)C>[NH2:9][C:5]1[C:6]([F:8])=[CH:7][C:2]([Cl:1])=[C:3]([N:12]2[CH:17]=[N:16][CH2:15][N:14]([CH3:20])[CH2:13]2)[CH:4]=1. Reported procedure: A mixture of 1-(2-chloro-4-fluoro-5-nitrophenyl)-3-methyl-s-triazine-2,4,6(1H,3H,5H)-trione (28.5 g, 0.09 mol) and 5% platinum on activated carbon (1 g) in ethyl acetate is hydrogenated at 55 psi until hydrogen uptake is complete. The reaction mixture is then filtered and concentrated in vacuo to give the title product as a white solid, mp 244°-245° C. The reactants are Cl.CC(C(=O)OC)(CN1CCNCC1)C (methyl 2,2-dimethyl-3-(piperazin-1-yl)propanoate hydrochloride). Solvent: CO (methanol). Yields the product CC(C(=O)OC)(CN1CCNCC1)C (methyl 2,2-dimethyl-3-(piperazin-1-yl)propanoate). Yield: 93.8%. RXN SMILES: Cl.[CH3:2][C:3]([CH3:15])([CH2:8][N:9]1[CH2:14][CH2:13][NH:12][CH2:11][CH2:10]1)[C:4]([O:6][CH3:7])=[O:5]>CO>[CH3:2][C:3]([CH3:15])([CH2:8][N:9]1[CH2:14][CH2:13][NH:12][CH2:11][CH2:10]1)[C:4]([O:6][CH3:7])=[O:5] |f:0.1|. Procedure details: Add phosphoryl chloride (5 equiv; 4.36 mL, 7.19 g, 46.89 mmoles) to 2,7-dichloro-5,10-dihydro-11H-pyrrolo[2,1-c][1,4]benzodiazepin-11-one (1 equiv; 2.505 g, 9.38 mmoles) in chloroform (80 mL) and heat and stir at 50° C. overnight. Decant the reaction solution and evaporate in vacuo to an oil. Dissolve the oil in DCM, wash with saturated aqueous sodium hydrogen carbonate solution. Dry the DCM solution over Na2SO4, filter and concentrate to dryness to give 2,7,11-trichloro-5H-pyrrolo[2,1-c][1,4]be... Reactants: CC(=O)Nc1ccc(SCCN(CC(F)(F)F)c2ccc(C#N)c(C(F)(F)F)c2)cc1, [H-], CI, [Na+], CN(C)C=O. Yields the product CC(=O)N(C)c1ccc(SCCN(CC(F)(F)F)c2ccc(C#N)c(C(F)(F)F)c2)cc1. Reaction SMILES: [C:3](#[N:4])[c:5]1[c:6]([C:30]([F:31])([F:32])[F:33])[cH:7][c:8]([N:11]([CH2:12][CH2:13][S:14][c:15]2[cH:16][cH:17][c:18]([NH:21][C:22]([CH3:23])=[O:24])[cH:19][cH:20]2)[CH2:25][C:26]([F:27])([F:28])[F:29])[cH:9][cH:10]1.[H-:2].[I:34][CH3:35].[Na+:1].[O:36]=[CH:37][N:38]([CH3:39])[CH3:40]>>[C:3](#[N:4])[c:5]1[c:6]([C:30]([F:31])([F:32])[F:33])[cH:7][c:8]([N:11]([CH2:12][CH2:13][S:14][c:15]2[cH:16][cH:17][c:18]([N:21]([C:22]([CH3:23])=[O:24])[CH3:35])[cH:19][cH:20]2)[CH2:25][C:26]([F:27])([F:28])[F:29])[cH:9][cH:10]1.